From a dataset of the Open Reaction Database (ORD), a public repository of structured organic reaction records. describe an organic reaction: reactants, conditions, products, and yield The reactants are FC1=C(C(=O)C(C(=O)OCC)=CNC2CC2)C=C(C(=C1C)F)F (ethyl 2-(2,4,5-trifluoro-3-methylbenzoyl)-3-cyclopropylaminoacrylate), [H-].[Na+] (sodium hydride), O (water). Yields the product C1(CC1)N1C=C(C(C2=CC(=C(C(=C12)C)F)F)=O)C(=O)OCC (Ethyl 1-cyclopropyl-6,7-difluoro-1,4-dihydro-8-methyl-4-oxo-3-quinolinecarboxylate). The yield is 78.1%. Solvent: O1CCOCC1 (dioxane). Procedure: To the cooled mixture of 55% sodium hydride (50 mg) in anhydrous dioxane (2 ml) was added ethyl 2-(2,4,5-trifluoro-3-methylbenzoyl)-3-cyclopropylaminoacrylate (300 mg) slowly with stirring. After stirring for 30 minutes at room temperature, to the reacting mixture was added water (5 ml), the resulting precipitate was collected by filtration, washed with water and recrystallized from methanol to give the title compound (220 mg) as white needles. As a reaction SMILES: [H-].[Na+].F[C:4]1[C:22]([CH3:23])=[C:21]([F:24])[C:20]([F:25])=[CH:19][C:5]=1[C:6]([C:8](=[CH:14][NH:15][CH:16]1[CH2:18][CH2:17]1)[C:9]([O:11][CH2:12][CH3:13])=[O:10])=[O:7].O>O1CCOCC1>[CH:16]1([N:15]2[C:4]3[C:5](=[CH:19][C:20]([F:25])=[C:21]([F:24])[C:22]=3[CH3:23])[C:6](=[O:7])[C:8]([C:9]([O:11][CH2:12][CH3:13])=[O:10])=[CH:14]2)[CH2:18][CH2:17]1 |f:0.1|.